The task is: describe an organic reaction: reactants, conditions, products, and yield. This data is from the Open Reaction Database (ORD), a public repository of structured organic reaction records. Reactants: C(C)(C)(C)OC(NC1=C(C=C(C=C1)C#CC1=C(C=CC=C1)F)N)=O ([2-amino-4-(2-fluoro-phenylethynyl)-phenyl]-carbamic acid tert.-butyl ester), N1(C=NC=C1)C=1C=C(C=CC1)C1=CC(OC(O1)(C)C)=O (6-(3-imidazol-1-yl-phenyl)-2,2-dimethyl-[1,3]dioxin-4-one). Product: C(C)(C)(C)OC(NC1=C(C=C(C=C1)C#CC1=C(C=CC=C1)F)NC(CC(=O)C1=CC(=CC=C1)N1C=NC=C1)=O)=O ({4-(2-Fluoro-phenylethynyl)-2-[3-(3-imidazol-1-yl-phenyl)-3-oxo-propionylamino]-phenyl}-carbamic acid tert.-butyl ester). Isolated yield 52.2%. Reaction SMILES: [C:1]([O:5][C:6](=[O:24])[NH:7][C:8]1[CH:13]=[CH:12][C:11]([C:14]#[C:15][C:16]2[CH:21]=[CH:20][CH:19]=[CH:18][C:17]=2[F:22])=[CH:10][C:9]=1[NH2:23])([CH3:4])([CH3:3])[CH3:2].[N:25]1([C:30]2[CH:31]=[C:32]([C:36]3[O:41]C(C)(C)[O:39][C:38](=O)[CH:37]=3)[CH:33]=[CH:34][CH:35]=2)[CH:29]=[CH:28][N:27]=[CH:26]1>>[C:1]([O:5][C:6](=[O:24])[NH:7][C:8]1[CH:13]=[CH:12][C:11]([C:14]#[C:15][C:16]2[CH:21]=[CH:20][CH:19]=[CH:18][C:17]=2[F:22])=[CH:10][C:9]=1[NH:23][C:38](=[O:39])[CH2:37][C:36]([C:32]1[CH:33]=[CH:34][CH:35]=[C:30]([N:25]2[CH:29]=[CH:28][N:27]=[CH:26]2)[CH:31]=1)=[O:41])([CH3:4])([CH3:2])[CH3:3]. Procedure: Prepared from [2-amino-4-(2-fluoro-phenylethynyl)-phenyl]-carbamic acid tert.-butyl ester (Example G34) (245 mg, 0.75 mmol) and 6-(3-imidazol-1-yl-phenyl)-2,2-dimethyl-[1,3]dioxin-4-one (Example J10) (300 mg, 1.1 mmol) according to the general procedure K. Obtained as a yellow-brown foam (211 mg). Starting materials: NC1=C(C=C(C=C1)Br)C(C)=O (1-(2-amino-5-bromo-phenyl)-ethanone), S1C=C(C=C1)[Li] (3-thienyllithium). Yields the product NC1=C(C=C(C=C1)Br)C(C)(O)C1=CSC=C1 (1-(2-amino-5-bromophenyl)-1-thien-3-ylethanol). As a reaction SMILES: [NH2:1][C:2]1[CH:7]=[CH:6][C:5]([Br:8])=[CH:4][C:3]=1[C:9](=[O:11])[CH3:10].[S:12]1[CH:16]=[CH:15][C:14]([Li])=[CH:13]1>>[NH2:1][C:2]1[CH:7]=[CH:6][C:5]([Br:8])=[CH:4][C:3]=1[C:9]([C:14]1[CH:15]=[CH:16][S:12][CH:13]=1)([OH:11])[CH3:10]. Reported procedure: Prepared from 1-(2-amino-5-bromo-phenyl)-ethanone and 3-thienyllithium generally according to the procedure described in example 1. 1H-NMR (DMSO-d6) δ 7.43 (dd, J=2.98, 4.98 Hz, 1H), 7.33 (dd, J=1.27, 2.94 Hz, 1H), 7.07 (dd, J=2.37, 8.47 Hz, 1H), 7.04 (d, J=2.33 Hz, 1H), 6.92 (dd, J=1.26, 4.98 Hz, 1H), 6.52 (d, J=8.38 Hz, 1H), 5.99 (bs, 1H), 5.32 (bs, 2H), 1.78 (s, 3H). The reactants are ClC(=O)OC1=C(C=CC=C1)OC (2-methoxyphenol chloroformate), CC(CO)(CO)C (2,2-dimethyl-1,3-propanediol), ClC(=O)[O-] (chloroformate). The product is COC1=C(OC(=O)OCC(CO)(C)C)C=CC=C1 (1-(2-Methoxyphenoxycarbonyloxy)-2,2-dimethyl-3-propanol). Reaction SMILES: Cl[C:2]([O:4][C:5]1[CH:10]=[CH:9][CH:8]=[CH:7][C:6]=1[O:11][CH3:12])=[O:3].[CH3:13][C:14]([CH3:19])([CH2:17][OH:18])[CH2:15][OH:16].ClC([O-])=O>>[CH3:12][O:11][C:6]1[CH:7]=[CH:8][CH:9]=[CH:10][C:5]=1[O:4][C:2]([O:16][CH2:15][C:14]([CH3:19])([CH3:13])[CH2:17][OH:18])=[O:3]. Reported procedure: The reaction of 2-methoxyphenol chloroformate with 2,2-dimethyl-1,3-propanediol is conducted on a 0.01 mole scale employing the same conditions as described in Example III, except that the addition of the chloroformate solution is accomplished at room temperature. A 1.4 g yield of the pure product is obtained as an oil.